This data is from the Open Reaction Database (ORD), a public repository of structured organic reaction records. The task is: describe an organic reaction: reactants, conditions, products, and yield Reactants: NC1=CC=C(C=C1)S(=O)(=O)NC1=NC(=NC(=C1)NCCC)NCCC (4-amino-N-(2,6-bis-propylamino-pyrimidin-4-yl)-benzenesulfonamide), Cl (hydrochloric acid). The solvent is CO (methanol). Reaction conditions: temperature 0 celsius, time 2 hour. Yields the product Cl.NC1=CC=C(C=C1)S(=O)(=O)NC1=NC(=NC(=C1)NCCC)NCCC (4-amino-N-(2,6-bis-propylamino-pyrimidin-4-yl)-benzenesulfonamide hydrochloride). Yield: 104.6%. Reaction SMILES: [NH2:1][C:2]1[CH:7]=[CH:6][C:5]([S:8]([NH:11][C:12]2[CH:17]=[C:16]([NH:18][CH2:19][CH2:20][CH3:21])[N:15]=[C:14]([NH:22][CH2:23][CH2:24][CH3:25])[N:13]=2)(=[O:10])=[O:9])=[CH:4][CH:3]=1.[ClH:26]>CO>[ClH:26].[NH2:1][C:2]1[CH:7]=[CH:6][C:5]([S:8]([NH:11][C:12]2[CH:17]=[C:16]([NH:18][CH2:19][CH2:20][CH3:21])[N:15]=[C:14]([NH:22][CH2:23][CH2:24][CH3:25])[N:13]=2)(=[O:10])=[O:9])=[CH:4][CH:3]=1 |f:3.4|. Reported procedure: 0.75 g (0.00205 mol) of 4-amino-N-(2,6-bis-propylamino-pyrimidin-4-yl)-benzenesulfonamide was dissolved in 100 ml of methanol, treated with 1.5 ml (0.0062 mol) of 3.5N ethanolic hydrochloric acid and stirred at 0° C. for 2 hours. The solution was freed completely from solvent and the residue was recrystallized from ethanol/diethyl ether. There was obtained 0.86 g (82%) of 4-amino-N-(2,6-bis-propylamino-pyrimidin-4-yl)-benzenesulfonamide hydrochloride as beige crystals; m.p. 189-195° C. Reactants: BrC1=C2C=3C(=CNC3C=C1)CC(C2)N(CCC)CCC (6-bromo-4-(di-n-propylamino)-1,3,4,5-tetrahydrobenz[cd]indole), C(=O)(O)[O-].[Na+] (NaHCO3), [H-].[K+] (potassium hydride), O(S(=O)(=O)C(F)(F)F)[Si](C(C)C)(C(C)C)C(C)C (triisopropylsilyl triflate). Run in C1CCOC1 (THF), C1CCOC1 (THF). Conditions: time 40 minute. The product is BrC1=C2C=3C(=CN(C3C=C1)[Si](C(C)C)(C(C)C)C(C)C)CC(C2)N(CCC)CCC ((±)-6-Bromo-1-triisopropylsilyl-4-(di-n-propylamino)-1,3,4,5-tetrahydrobenz[cd]-indole). As a reaction SMILES: [H-].[K+].[Br:3][C:4]1[CH:12]=[CH:11][C:10]2[NH:9][CH:8]=[C:7]3[CH2:13][CH:14]([N:16]([CH2:20][CH2:21][CH3:22])[CH2:17][CH2:18][CH3:19])[CH2:15][C:5]=1[C:6]=23.O([Si:31]([CH:38]([CH3:40])[CH3:39])([CH:35]([CH3:37])[CH3:36])[CH:32]([CH3:34])[CH3:33])S(C(F)(F)F)(=O)=O.C([O-])(O)=O.[Na+]>C1COCC1>[Br:3][C:4]1[CH:12]=[CH:11][C:10]2[N:9]([Si:31]([CH:38]([CH3:40])[CH3:39])([CH:35]([CH3:37])[CH3:36])[CH:32]([CH3:34])[CH3:33])[CH:8]=[C:7]3[CH2:13][CH:14]([N:16]([CH2:20][CH2:21][CH3:22])[CH2:17][CH2:18][CH3:19])[CH2:15][C:5]=1[C:6]=23 |f:0.1,4.5|. Procedure: To a suspension of 1.25 g (7.50 mmol) of potassium hydride (24% dispersion in mineral oil) in 50 mL of THF at 0° C. was added a solution of 2.00 g (5.97 mmol) of 6-bromo-4-(di-n-propylamino)-1,3,4,5-tetrahydrobenz[cd]indole in 2 mL of THF. After stirring for 40 min, an addition of 1.90 mL (7.18 mmol) of triisopropylsilyl triflate was made. Stirring was continued for another hour. The mixture was then poured into cold NaHCO3 solution, and the product was extracted into CH2Cl2. This extract was wa...